From a dataset of the Open Reaction Database (ORD), a public repository of structured organic reaction records. describe an organic reaction: reactants, conditions, products, and yield The reactants are Cl.COC=1C=C(C=CC1)NN (3-methoxyphenylhydrazine hydrochloride), ( 1H ), C(C)OC(C(C(C)=O)C(C)=O)=O (2-acetyl-3-oxo-butyric acid ethyl ester), N1=CC=CC=C1 (pyridine). Solvent: C(C)O (ethanol). The product is C(C)OC(=O)C=1C(=NN(C1C)C1=CC(=CC=C1)OC)C (1-(3-methoxyphenyl)-3,5-dimethyl-1H-pyrazole-4-carboxylic acid ethyl ester). Procedure: Similar to Example 1, equimolar amounts of 3-methoxyphenylhydrazine hydrochloride and 2-acetyl-3-oxo-butyric acid ethyl ester were combined in a solution of 50% pyridine in ethanol. The resulting solid was determined to be the named product by 1H-NMR (CDCl3, ppm): 1.38 t (3H); 2.50 s (3H); 2.52 s (3H); 3.84 s (3H); 4.32 q (2H); 6.96 m (3H); 7.3 st (1H). As a reaction SMILES: Cl.[CH3:2][O:3][C:4]1[CH:5]=[C:6]([NH:10][NH2:11])[CH:7]=[CH:8][CH:9]=1.[CH2:12]([O:14][C:15](=[O:23])[CH:16]([C:20](=O)[CH3:21])[C:17](=O)[CH3:18])[CH3:13].N1C=CC=CC=1>C(O)C>[CH2:12]([O:14][C:15]([C:16]1[C:17]([CH3:18])=[N:11][N:10]([C:6]2[CH:7]=[CH:8][CH:9]=[C:4]([O:3][CH3:2])[CH:5]=2)[C:20]=1[CH3:21])=[O:23])[CH3:13] |f:0.1|. The reactants are CC1C(C2=C(C=C(C=C2C1)C)C)=O (2,5,7-Trimethyl-1-indanone), [BH4-].[Na+] (NaBH4), Cl (HCl). Solvent: mixture, O1CCCC1.CO (tetrahydrofuran methanol). Product: CC=1CC2=CC(=CC(=C2C1)C)C (2,4,6-Trimethylindene). Isolated yield 95.6%. Reaction SMILES: [CH3:1][CH:2]1[CH2:10][C:9]2[C:4](=[C:5]([CH3:12])[CH:6]=[C:7]([CH3:11])[CH:8]=2)[C:3]1=O.[BH4-].[Na+].Cl>O1CCCC1.CO>[CH3:1][C:2]1[CH2:10][C:9]2[C:4]([CH:3]=1)=[C:5]([CH3:12])[CH:6]=[C:7]([CH3:11])[CH:8]=2 |f:1.2,4.5|. Procedure details: 20.4 g (117 mmol) of 2,5,7-trimethyl-1-indanone (1) were dissolved in 300 ml of a mixture of tetrahydrofuran/methanol (2:1), and 6.6 g (175 mmol) of NaBH4 were added at room temperature. The mixture was stirred for a further hour, 50 ml of half-concentrated HCl were added and the mixture was extracted with ether. The combined organic phases were dried over sodium sulfate and freed from the solvent. The residue was transferred to a distillation apparatus, and 13 g of magnesium sulfate were added.... The reactants are C12(CC3CC(CC(C1)C3)C2)CO (adamantan-1-ylmethanol), C12C(C3CC(CC(C1)C3)C2)CO (adamantan-2-ylmethanol), ClC=1C(=CC(=C(C(=O)NS(=O)(=O)C)C1)F)F (5-chloro-2,4-difluoro-N-(methylsulfonyl)benzamide), ClC=1C(=CC(=C(C(=O)NS(N(C)C)(=O)=O)C1)F)F (5-chloro-N—(N,N-dimethylsulfamoyl)-2,4-difluorobenzamide). Product: C12C(C3CC(CC(C1)C3)C2)COC2=CC(=C(C(=O)NS(N(C)C)(=O)=O)C=C2Cl)F (4-(adamantan-2-ylmethoxy)-5-chloro-N—(N,N-dimethylsulfamoyl)-2-fluorobenzamide), solid. Yield: 27.0%. As a reaction SMILES: ClC1C(F)=CC(F)=C(C=1)C(NS(C)(=O)=O)=O.[Cl:17][C:18]1[C:19](F)=[CH:20][C:21]([F:33])=[C:22]([CH:32]=1)[C:23]([NH:25][S:26](=[O:31])(=[O:30])[N:27]([CH3:29])[CH3:28])=[O:24].C12(CO)CC3CC(CC(C3)C1)C2.[CH:47]12[CH2:56][CH:51]3[CH2:52][CH:53]([CH2:55][CH:49]([CH2:50]3)[CH:48]1[CH2:57][OH:58])[CH2:54]2>>[CH:47]12[CH2:56][CH:51]3[CH2:52][CH:53]([CH2:55][CH:49]([CH2:50]3)[CH:48]1[CH2:57][O:58][C:19]1[C:18]([Cl:17])=[CH:32][C:22]([C:23]([NH:25][S:26](=[O:31])(=[O:30])[N:27]([CH3:29])[CH3:28])=[O:24])=[C:21]([F:33])[CH:20]=1)[CH2:54]2. Procedure: Following the procedure as described in Example 8 and making variations as required to replace 5-chloro-2,4-difluoro-N-(methylsulfonyl)benzamide with 5-chloro-N—(N,N-dimethylsulfamoyl)-2,4-difluorobenzamide and adamantan-1-ylmethanol with adamantan-2-ylmethanol (J. Am. Chem. Soc. 2012, 134(2), 675), the title compound was obtained as a colorless solid (0.14 g, 27%): 1H NMR (300 MHz, CDCl3) δ 8.75-8.57 (m, 1H), 8.13-8.03 (m, 1H), 6.82-6.67 (m, 1H), 4.23-4.03 (m, 2H), 3.03 (s, 6H), 2.37-2.27 (m, 1... RXN SMILES: [C:18](=[O:19])([O-:20])[O-:21].[CH3:11][C:12](=[O:13])[O:14][C:15](=[O:16])[CH3:17].[CH3:1][CH:2]1[O:3][c:4]2[c:5]([cH:7][cH:8][cH:9][cH:10]2)[O:6]1.[Na+:22].[Na+:23]>>[CH3:1][CH:2]1[O:3][c:4]2[c:5]([cH:7][c:8]([C:12]([CH3:11])=[O:13])[cH:9][cH:10]2)[O:6]1. Starting materials: O=C([O-])[O-], CC(=O)OC(C)=O, CC1Oc2ccccc2O1, [Na+], [Na+]. Product: CC(=O)c1ccc2c(c1)OC(C)O2. The product is O=C1NCC=2N(C3=C1SC=C3)C=CC2 (5,6-dihydro-4-oxo-4H-pyrrolo[1,2-a]-thieno[2,3-f][1,4]diazepine). Isolated yield 83.9%. Solvent: CO (methanol). As a reaction SMILES: [BH4-].[Na+].N1([CH:9]2[NH:15][C:14](=[O:16])[C:13]3[S:17][CH:18]=[CH:19][C:12]=3[N:11]3[CH:20]=[CH:21][CH:22]=[C:10]23)CCCCC1>CO>[O:16]=[C:14]1[C:13]2[S:17][CH:18]=[CH:19][C:12]=2[N:11]2[CH:20]=[CH:21][CH:22]=[C:10]2[CH2:9][NH:15]1 |f:0.1|. Reactants: [BH4-].[Na+] (sodium borohydride), N1(CCCCC1)C1C=2N(C3=C(C(N1)=O)SC=C3)C=CC2 (6-piperidino-5,6-dihydro-4-oxo-4H-pyrrolo[1,2-a]thieno -[2,3-f][1,4]diazepine). Reported procedure: 1 g (0.0028 mol) of sodium borohydride is added in small portions to a solution of 2 g (0.007 mol) of 6-piperidino-5,6-dihydro-4-oxo-4H-pyrrolo[1,2-a]thieno -[2,3-f][1,4]diazepine in 120 ml of methanol, and the reaction mixture is stirred at room temperature for 15 minutes and then heated to reflux for 30 minutes. The methanol is then removed under vacuum and the solid residue ground in 200 ml of water. The precipitate is drained, washed with water, dried and recrystallized. 1.2 g of 5,6-dihydro... Reaction conditions: time 15 minute. Product: NC(=S)Nc1ccccc1-c1cccc(F)c1. Reactants: CCO, Fc1cccc(-c2ccccc2N=C=S)c1, N. As a reaction SMILES: [CH3:18][CH2:19][OH:20].[F:1][c:2]1[cH:3][c:4](-[c:8]2[c:9]([N:14]=[C:15]=[S:16])[cH:10][cH:11][cH:12][cH:13]2)[cH:5][cH:6][cH:7]1.[NH3:17]>>[F:1][c:2]1[cH:3][c:4](-[c:8]2[c:9]([NH:14][C:15](=[S:16])[NH2:17])[cH:10][cH:11][cH:12][cH:13]2)[cH:5][cH:6][cH:7]1. Starting materials: BrBr, CC(=O)O, CCOCC, O=C1CCCc2n[nH]cc21. Product: O=C1c2c[nH]nc2CCC1Br. Reaction SMILES: [Br:11][Br:12].[C:18]([OH:19])(=[O:20])[CH3:21].[CH3:13][CH2:14][O:15][CH2:16][CH3:17].[n:1]1[nH:2][cH:3][c:4]2[c:9]1[CH2:8][CH2:7][CH2:6][C:5]2=[O:10]>>[n:1]1[nH:2][cH:3][c:4]2[c:9]1[CH2:8][CH2:7][CH:6]([Br:11])[C:5]2=[O:10].